Task: describe an organic reaction: reactants, conditions, products, and yield. Dataset: the Open Reaction Database (ORD), a public repository of structured organic reaction records The reactants are C(C)OC(CCCCCC[C@H]1[C@@H](CC[C@@H]1C=CC(CCCCC)=O)O)=O (9β-hydroxy-15-oxo-13-prostenoic acid ethyl ester), C(CO)O (ethylene glycol), C1(=CC=C(C=C1)S(=O)(=O)O)C (p-toluene sulfonic acid). Run in C1=CC=CC=C1 (benzene). The product is C(C)OC(CCCCCC[C@H]1[C@@H](CCC1=CCC1(CCCCC)OCCO1)O)=O (15,15-ethylenedioxy-9β-hydroxy-12-prostenoic acid ethyl ester). RXN SMILES: [CH2:1]([O:3][C:4](=[O:26])[CH2:5][CH2:6][CH2:7][CH2:8][CH2:9][CH2:10][C@@H:11]1[C@@H:15]([CH:16]=[CH:17][C:18](=[O:24])[CH2:19][CH2:20][CH2:21][CH2:22][CH3:23])[CH2:14][CH2:13][C@H:12]1[OH:25])[CH3:2].[CH2:27](O)[CH2:28][OH:29].C1(C)C=CC(S(O)(=O)=O)=CC=1>C1C=CC=CC=1>[CH2:1]([O:3][C:4](=[O:26])[CH2:5][CH2:6][CH2:7][CH2:8][CH2:9][CH2:10][C@@H:11]1[C:15](=[CH:16][CH2:17][C:18]2([O:29][CH2:28][CH2:27][O:24]2)[CH2:19][CH2:20][CH2:21][CH2:22][CH3:23])[CH2:14][CH2:13][C@H:12]1[OH:25])[CH3:2]. Procedure: 5 g 9β-hydroxy-15-oxo-13-prostenoic acid ethyl ester are boiled with 5 ml ethylene glycol and 0,5 g p-toluene sulfonic acid in 150 ml dry benzene for 20 hours and water is removed. After cooling to room temperature the reaction mixture is given to a mixture of 150 ml saturated aqueous NaHCO3 -solution and 750 ml diethyl ether. The organic layer is separated, washed with water, dried over Na2SO4 and the solvent is removed by destillation. One obtains 15,15-ethylenedioxy-9β-hydroxy-12-prostenoic a... Reaction conditions: time 8 hour. Solvent: CCOCC (Et2O). Product: ClC1=CC=C(C=C1)CCC(C)=O (4-(4-chlorophenyl)-butan-2-one). Procedure: 1.6 M Methyl lithium (33.9 mL, 54.17 mmol) was added over 70 min to a stirring 0° C. solution of 3-(4-chlorophenyl)-propionic acid (5.0072 g, 27.08 mmol) in dry Et2O (135 mL, 0.2 M): The ice bath was removed, and the reaction was allowed to stir at room temperature overnight. The reaction was the poured into rapidly stirring ice water containing aq. HCl. The organic layer was removed, washed with NaHCO3 and brine, then dried with Na2SO4, filtered, concentrated, and purified by silica gel chromat... Starting materials: C[Li] (Methyl lithium), ClC1=CC=C(C=C1)CCC(=O)O (3-(4-chlorophenyl)-propionic acid). As a reaction SMILES: [CH3:1][Li].[Cl:3][C:4]1[CH:9]=[CH:8][C:7]([CH2:10][CH2:11][C:12]([OH:14])=O)=[CH:6][CH:5]=1>CCOCC>[Cl:3][C:4]1[CH:5]=[CH:6][C:7]([CH2:10][CH2:11][C:12](=[O:14])[CH3:1])=[CH:8][CH:9]=1. The reactants are CC(C)c1onc(-c2c(Cl)cccc2Cl)c1CO, CC(C)OC(=O)N=NC(=O)OC(C)C, COC(=O)c1ccc(Oc2ncc(O)cc2C)cc1, c1ccc(P(c2ccccc2)c2ccccc2)cc1, c1ccccc1. The product is COC(=O)c1ccc(Oc2ncc(OCc3c(-c4c(Cl)cccc4Cl)noc3C(C)C)cc2C)cc1. As a reaction SMILES: [Cl:20][c:21]1[c:22](-[c:28]2[n:29][o:30][c:31]([CH:35]([CH3:36])[CH3:37])[c:32]2[CH2:33][OH:34])[c:23]([Cl:27])[cH:24][cH:25][cH:26]1.[O:57]=[C:58]([O:59][CH:60]([CH3:61])[CH3:62])[N:63]=[N:64][C:65]([O:66][CH:67]([CH3:68])[CH3:69])=[O:70].[OH:1][c:2]1[cH:3][c:4]([CH3:19])[c:5]([O:8][c:9]2[cH:10][cH:11][c:12]([C:13](=[O:14])[O:15][CH3:16])[cH:17][cH:18]2)[n:6][cH:7]1.[c:38]1([P:39]([c:40]2[cH:41][cH:42][cH:43][cH:44][cH:45]2)[c:46]2[cH:47][cH:48][cH:49][cH:50][cH:51]2)[cH:52][cH:53][cH:54][cH:55][cH:56]1.[cH:71]1[cH:72][cH:73][cH:74][cH:75][cH:76]1>>[O:1]([c:2]1[cH:3][c:4]([CH3:19])[c:5]([O:8][c:9]2[cH:10][cH:11][c:12]([C:13](=[O:14])[O:15][CH3:16])[cH:17][cH:18]2)[n:6][cH:7]1)[CH2:33][c:32]1[c:28](-[c:22]2[c:21]([Cl:20])[cH:26][cH:25][cH:24][c:23]2[Cl:27])[n:29][o:30][c:31]1[CH:35]([CH3:36])[CH3:37]. The reactants are C(C)(C)(C)OC(=O)N1C(=CC2=CC(=CC=C12)C=O)C=1C(NC2=CC=CC=C2C1)=O (5-Formyl-2-(2-oxo-1,2-dihydro-quinolin-3-yl)-indole-1-carboxylic acid tert-butyl ester), OCC(=O)N1CCNCC1 (N-(2-hydroxyacetyl)piperazine), [O-]S(=O)(=O)[O-].[Mg+2] (MgSO4), [H-] (hydride), C(C)(=O)O[BH-](OC(C)=O)OC(C)=O.[Na+] (sodium triacetoxyborohydride). Run in ClC(C)Cl (dichloroethane), C(C)(=O)O (acetic acid). Conditions: time 3 hour. The product is C(C)(C)(C)OC(=O)N1C(=CC2=CC(=CC=C12)CN1CCN(CC1)C(CO)=O)C=1C(NC2=CC=CC=C2C1)=O (5-[4-(2-Hydroxy-ethanoyl)-piperazin-1-ylmethyl]-2-(2-oxo-1,2-dihydro-quinolin-3-yl)-indole-1-carboxylic acid tert-butyl ester). Isolated yield 56.8%. Reaction SMILES: [C:1]([O:5][C:6]([N:8]1[C:16]2[C:11](=[CH:12][C:13]([CH:17]=O)=[CH:14][CH:15]=2)[CH:10]=[C:9]1[C:19]1[C:20](=[O:29])[NH:21][C:22]2[C:27]([CH:28]=1)=[CH:26][CH:25]=[CH:24][CH:23]=2)=[O:7])([CH3:4])([CH3:3])[CH3:2].[OH:30][CH2:31][C:32]([N:34]1[CH2:39][CH2:38][NH:37][CH2:36][CH2:35]1)=[O:33].C(O[BH-](OC(=O)C)OC(=O)C)(=O)C.[Na+].[O-]S([O-])(=O)=O.[Mg+2].[H-]>ClC(Cl)C.C(O)(=O)C>[C:1]([O:5][C:6]([N:8]1[C:16]2[C:11](=[CH:12][C:13]([CH2:17][N:37]3[CH2:38][CH2:39][N:34]([C:32](=[O:33])[CH2:31][OH:30])[CH2:35][CH2:36]3)=[CH:14][CH:15]=2)[CH:10]=[C:9]1[C:19]1[C:20](=[O:29])[NH:21][C:22]2[C:27]([CH:28]=1)=[CH:26][CH:25]=[CH:24][CH:23]=2)=[O:7])([CH3:4])([CH3:2])[CH3:3] |f:2.3,4.5|. Procedure details: To a stirred solution of the aldehyde (5-8, 2.01 g, 5.15 mmol, 1 equiv) and N-(2-hydroxyacetyl)piperazine (2.97 g, 20.60 mmol, 4 equiv) in dichloroethane (400 mL) was added at ambient temperature acetic acid (1.2 mL). The reaction mixture was treated with sodium triacetoxyborohydride and stirred for 3 h. The reaction stopped at 76% of conversion and treated with MgSO4 and additional 1 g of the hydride. After further stirring for 1 h the reaction was complete. The reaction mixture was partitioned... Reactants: BrB(Br)Br, ClCCl, COc1ccc(C2CCN(Cc3ccccc3)CC2O)cc1, [Na+], [OH-]. Yields the product Oc1ccc(C2CCN(Cc3ccccc3)CC2O)cc1. RXN SMILES: [B:1]([Br:2])([Br:3])[Br:4].[CH2:29]([Cl:30])[Cl:31].[CH2:5]([c:6]1[cH:7][cH:8][cH:9][cH:10][cH:11]1)[N:12]1[CH2:13][CH:14]([OH:26])[CH:15]([c:18]2[cH:19][cH:20][c:21]([O:24][CH3:25])[cH:22][cH:23]2)[CH2:16][CH2:17]1.[Na+:28].[OH-:27]>>[CH2:5]([c:6]1[cH:7][cH:8][cH:9][cH:10][cH:11]1)[N:12]1[CH2:13][CH:14]([OH:26])[CH:15]([c:18]2[cH:19][cH:20][c:21]([OH:24])[cH:22][cH:23]2)[CH2:16][CH2:17]1. The reactants are O1CCOCC1 (1,4-Dioxane), O1C(OCC1)C=1C=C(C(=NC1)F)B(O)O (5-(1,3-dioxolan-2-yl)-2-fluoropyridin-3-ylboronic acid), ClC1=NC(=NC(=N1)C)SC (2-chloro-4-methyl-6-(methylthio)-1,3,5-triazine), C(=O)([O-])[O-].[Na+].[Na+] (Na2CO3). Reagents/catalysts: C=1C=CC(=CC1)[P](C=2C=CC=CC2)(C=3C=CC=CC3)[Pd]([P](C=4C=CC=CC4)(C=5C=CC=CC5)C=6C=CC=CC6)([P](C=7C=CC=CC7)(C=8C=CC=CC8)C=9C=CC=CC9)[P](C=1C=CC=CC1)(C=1C=CC=CC1)C=1C=CC=CC1 (Pd(PPh3)4). The solvent is O (water). Conditions: temperature 90 celsius. The product is O1C(OCC1)C=1C=C(C(=NC1)F)C1=NC(=NC(=N1)C)SC (2-(5-(1,3-dioxolan-2-yl)-2-fluoropyridin-3-yl)-4-methyl-6-(methylthio)-1,3,5-triazine). The yield is 48.3%. RXN SMILES: O1CCOCC1.[O:7]1[CH2:11][CH2:10][O:9][CH:8]1[C:12]1[CH:13]=[C:14](B(O)O)[C:15]([F:18])=[N:16][CH:17]=1.Cl[C:23]1[N:28]=[C:27]([CH3:29])[N:26]=[C:25]([S:30][CH3:31])[N:24]=1.C([O-])([O-])=O.[Na+].[Na+]>C1C=CC([P]([Pd]([P](C2C=CC=CC=2)(C2C=CC=CC=2)C2C=CC=CC=2)([P](C2C=CC=CC=2)(C2C=CC=CC=2)C2C=CC=CC=2)[P](C2C=CC=CC=2)(C2C=CC=CC=2)C2C=CC=CC=2)(C2C=CC=CC=2)C2C=CC=CC=2)=CC=1.O>[O:7]1[CH2:11][CH2:10][O:9][CH:8]1[C:12]1[CH:13]=[C:14]([C:23]2[N:28]=[C:27]([CH3:29])[N:26]=[C:25]([S:30][CH3:31])[N:24]=2)[C:15]([F:18])=[N:16][CH:17]=1 |f:3.4.5,^1:41,43,62,81|. Reported procedure: 1,4-Dioxane (16 mL) and water (3.3 mL) were added to a mixture of 5-(1,3-dioxolan-2-yl)-2-fluoropyridin-3-ylboronic acid (0.715 g, 3.53 mmol), 2-chloro-4-methyl-6-(methylthio)-1,3,5-triazine (0.682 g, 3.88 mmol), Pd(PPh3)4 (0.408 g, 0.353 mmol), and Na2CO3 (0.935 g, 8.82 mmol) and the suspension was heated at 90° C. for 2 h. After cooling, the mixture was filtered, washed with EtOAc (2×20 mL), and the combined organic phases were concentrated. The crude product was adsorbed onto a plug of silica... The reactants are C(C)(C)(C)OC(=O)ONCCC1CCNCC1 (N-t-butoxycarbonyloxy 2-(piperidin-4-yl)-ethylamine), CCN(C(C)C)C(C)C (DIEA), BrC1=NC=CC=N1 (2-bromopyrimidine). The solvent is C(C)#N (acetonitrile). Product: C(C)(C)(C)OC(=O)ONCCC1CCN(CC1)C1=NC=CC=N1 (N-t-butoxycarbonyloxy 2-[1-(pyrimidin-2-yl)piperidin-4-yl]-ethylamine). RXN SMILES: [C:1]([O:5][C:6]([O:8][NH:9][CH2:10][CH2:11][CH:12]1[CH2:17][CH2:16][NH:15][CH2:14][CH2:13]1)=[O:7])([CH3:4])([CH3:3])[CH3:2].CCN(C(C)C)C(C)C.Br[C:28]1[N:33]=[CH:32][CH:31]=[CH:30][N:29]=1>C(#N)C>[C:1]([O:5][C:6]([O:8][NH:9][CH2:10][CH2:11][CH:12]1[CH2:17][CH2:16][N:15]([C:28]2[N:33]=[CH:32][CH:31]=[CH:30][N:29]=2)[CH2:14][CH2:13]1)=[O:7])([CH3:4])([CH3:2])[CH3:3]. Procedure: N-t-butoxycarbonyloxy 2-(piperidin-4-yl)-ethylamine (prepared per Method K′ above), DIEA (0.75 mL) and 2-bromopyrimidine (204 mg) (Aldrich) in acetonitrile (5 mL) were heated under reflux overnight. The solvent was removed under reduced pressure and the black liquid was subjected to a column chromatography, eluted with 1:1 EtOAc/hexanes, to give pure N-t-butoxycarbonyloxy 2-[1-(pyrimidin-2-yl)piperidin-4-yl]-ethylamine as a pale yellow oil. 1H NMR (CDCl3) δ=8.21 (d, J=5.1 Hz, 2H), 6.36 (t, J=5.1...